Dataset: the Open Reaction Database (ORD), a public repository of structured organic reaction records. Task: describe an organic reaction: reactants, conditions, products, and yield Starting materials: C(C)(C)N(C(C)C)CC (N,N-diisopropylethylamine), CS(=O)C (dimethyl sulfoxide), C(#N)C=1C=C(C=CC1)S(=O)(=O)OC=1C=C(OCCCO)C=C(C1)C (3-[3-(3-cyanophenylsulfonyloxy)-5-methylphenoxy]propanol). Solvent: ClCCl (dichloromethane). Run at time 1 hour. The product is C(#N)C=1C=C(C=CC1)S(=O)(=O)OC=1C=C(OCCC=O)C=C(C1)C (3-[3-(3-Cyanophenylsulfonyloxy)-5-methylphenoxy]propionaldehyde). The yield is 74.3%. Reaction SMILES: [C:1]([C:3]1[CH:4]=[C:5]([S:9]([O:12][C:13]2[CH:14]=[C:15]([CH:21]=[C:22]([CH3:24])[CH:23]=2)[O:16][CH2:17][CH2:18][CH2:19][OH:20])(=[O:11])=[O:10])[CH:6]=[CH:7][CH:8]=1)#[N:2].C(N(CC)C(C)C)(C)C.CS(C)=O>ClCCl>[C:1]([C:3]1[CH:4]=[C:5]([S:9]([O:12][C:13]2[CH:14]=[C:15]([CH:21]=[C:22]([CH3:24])[CH:23]=2)[O:16][CH2:17][CH2:18][CH:19]=[O:20])(=[O:11])=[O:10])[CH:6]=[CH:7][CH:8]=1)#[N:2]. Procedure details: Sulfur trioxide pyridine complex (1.10 g, 7.0 mmol) was added to a solution of 3-[3-(3-cyanophenylsulfonyloxy)-5-methylphenoxy]propanol (1.05 g, 3.0 mmol), as prepared in the preceding step, N,N-diisopropylethylamine (0.7 mL, 5.5 mmol) and anhydrous dimethyl sulfoxide (0.4 mL, 5.6 mmol) in anhydrous dichloromethane (20 mL). The reaction mixture was stirred at ambient temperature for 1 hour and then quenched with 10% aqueous citric acid (80 mL). The mixture was extracted into dichloromethane (3×6...